This data is from the Open Reaction Database (ORD), a public repository of structured organic reaction records. The task is: describe an organic reaction: reactants, conditions, products, and yield Reactants: [BH4-], CO, CCCC(=O)C(F)(F)CCCC1C(OC2CCCCO2)CC2OC(=O)CC21, [Na+]. The product is CCCC(O)C(F)(F)CCCC1C(OC2CCCCO2)CC2OC(=O)CC21. As a reaction SMILES: [BH4-:28].[CH3:30][OH:31].[F:1][C:2]([CH2:3][CH2:4][CH2:5][CH:6]1[CH:7]2[CH2:8][C:9](=[O:21])[O:10][CH:11]2[CH2:12][CH:13]1[O:14][CH:15]1[O:16][CH2:17][CH2:18][CH2:19][CH2:20]1)([C:22]([CH2:23][CH2:24][CH3:25])=[O:26])[F:27].[Na+:29]>>[F:1][C:2]([CH2:3][CH2:4][CH2:5][CH:6]1[CH:7]2[CH2:8][C:9](=[O:21])[O:10][CH:11]2[CH2:12][CH:13]1[O:14][CH:15]1[O:16][CH2:17][CH2:18][CH2:19][CH2:20]1)([CH:22]([CH2:23][CH2:24][CH3:25])[OH:26])[F:27]. The reactants are N1(N=NC2=C1C=CC=C2)C2=CC(=NC=C2C(=O)OC)Cl (methyl 4-(1H-1,2,3-benzotriazol-1-yl)-6-chloronicotinate), C(=O)(O)[O-].[Na+] (NaHCO3). Reaction conditions: temperature 150 celsius. Product: ClC1=NC=C(C=2NC=3C=CC=CC3C21)C(=O)OC (Methyl 1-chloro-5H-pyrido[4,3-b]indole-4-carboxylate). RXN SMILES: [N:1]1([C:10]2[C:15]([C:16]([O:18][CH3:19])=[O:17])=[CH:14][N:13]=[C:12]([Cl:20])[CH:11]=2)[C:5]2[CH:6]=[CH:7][CH:8]=[CH:9][C:4]=2N=N1.C([O-])(O)=O.[Na+]>>[Cl:20][C:12]1[C:11]2[C:4]3[CH:9]=[CH:8][CH:7]=[CH:6][C:5]=3[NH:1][C:10]=2[C:15]([C:16]([O:18][CH3:19])=[O:17])=[CH:14][N:13]=1 |f:1.2|. Procedure: A suspension of methyl 4-(1H-1,2,3-benzotriazol-1-yl)-6-chloronicotinate in PPA (1 M) was heated in a preheated oil bath at 150° C. for a period of 10-15 min. The reaction mixture was cooled to room temperature, poured slowly and carefully into an aqueous solution containing NaHCO3 solid. The aqueous phase was extracted with EtOAc, washed with brine, and the organic phase was separated, dried over MgSO4 and filtered. After evaporation of the organic solvent, the residue was purified by flash chr...